describe an organic reaction: reactants, conditions, products, and yield From a dataset of the Open Reaction Database (ORD), a public repository of structured organic reaction records. Starting materials: C(C1=CC=CC=C1)OC1=C2C(=NC=3C=CC=CC13)O[C@@H]1C[C@H](N(C([C@@H](NC(O[C@H]3[C@H](CCCC#C2)C3)=O)C3(CCCCC3)C)=O)C1)C(=O)OC (Methyl (1aR,5S,8S,10R,22aR)-17-(benzyloxy)-5-(1-methylcyclohexyl)-3,6-dioxo-18,19-didehydro-1,1a,3,4,5,6,9,10,20,21,22,22a-dodecahydro-8H-7,10-methanocyclopropa[18,19][1,10,3,6]dioxadiazacyclononadecino[11,12-b]quinoline-8-carboxylate). Reagents/catalysts: [Pd] (palladium on carbon). The solvent is CO (MeOH), C1CCOC1 (THF), ClCCl (dichloromethane). Yields the product CC1(CCCCC1)[C@@H]1NC(O[C@H]2[C@H](CCCCCC=3C(=NC=4C=CC=CC4C3O)O[C@@H]3C[C@H](N(C1=O)C3)C(=O)OC)C2)=O (Methyl (1aR,5S,8S,10R,22aR)-5-(1-methylcyclohexyl)-17-hydroxy-3,6-dioxo-1,1a,3,4,5,6,9,10,18,19,20,21,22,22a-tetradecahydro-8H-7,10-methanocyclopropa[18,19][1,10,3,6]dioxadiazacyclononadecino[11,12-b]quinoline-8-carboxylate). Isolated yield 93.4%. As a reaction SMILES: C([O:8][C:9]1[C:18]2[CH:17]=[CH:16][CH:15]=[CH:14][C:13]=2[N:12]=[C:11]2[O:19][C@H:20]3[CH2:46][N:23]([C:24](=[O:45])[C@H:25]([C:38]4([CH3:44])[CH2:43][CH2:42][CH2:41][CH2:40][CH2:39]4)[NH:26][C:27](=[O:37])[O:28][C@@H:29]4[CH2:36][C@H:30]4[CH2:31][CH2:32][CH2:33][C:34]#[C:35][C:10]=12)[C@H:22]([C:47]([O:49][CH3:50])=[O:48])[CH2:21]3)C1C=CC=CC=1>CO.C1COCC1.[Pd].ClCCl>[CH3:44][C:38]1([C@H:25]2[C:24](=[O:45])[N:23]3[CH2:46][C@@H:20]([CH2:21][C@H:22]3[C:47]([O:49][CH3:50])=[O:48])[O:19][C:11]3=[N:12][C:13]4[CH:14]=[CH:15][CH:16]=[CH:17][C:18]=4[C:9]([OH:8])=[C:10]3[CH2:35][CH2:34][CH2:33][CH2:32][CH2:31][C@@H:30]3[CH2:36][C@H:29]3[O:28][C:27](=[O:37])[NH:26]2)[CH2:43][CH2:42][CH2:41][CH2:40][CH2:39]1. Procedure: A solution of the product of step 4 (870 mg, 1.280 mmol) in MeOH (8532 μl) and THF (4266 μl) was treated with a catalytic amount of 10% palladium on carbon (68 mg). The mixture was hydrogenated at 30 psi. After 6 hours LCMS showed complete reaction. The mixture was diluted with dichloromethane (50 mL) and the solids were removed by filtration. The filtrate was concentrated in rotavap and the residue was purified on a gold cap RediSep® (80 g) silica gel column (gradient: 0 to 40% ethyl acetate in... The reactants are CO, C[S-], Nc1cnc(Cl)nc1Cl, [Na+]. Yields the product CSc1nc(Cl)ncc1N. Reaction SMILES: [CH3:13][OH:14].[CH3:1][S-:2].[NH2:4][c:5]1[c:6]([Cl:12])[n:7][c:8]([Cl:11])[n:9][cH:10]1.[Na+:3]>>[CH3:1][S:2][c:6]1[c:5]([NH2:4])[cH:10][n:9][c:8]([Cl:11])[n:7]1. Reactants: ClC(=O)OC (methyl chloroformate), COC(=O)C1(C=CC=C1)[Na] (methoxycarbonyl cyclopentadienyl sodium). The solvent is O1CCCC1 (tetrahydrofuran), O1CCCC1 (tetrahydrofuran). Yields the product COC(=O)C=1C(C=CC1)([Na])C(=O)OC (dimethoxycarbonylcyclopentadienyl sodium). Yield: 28.5%. As a reaction SMILES: [CH3:1][O:2][C:3]([C:5]1([Na:10])[CH:9]=[CH:8][CH:7]=[CH:6]1)=[O:4].Cl[C:12]([O:14][CH3:15])=[O:13]>O1CCCC1>[CH3:15][O:14][C:12]([C:6]1[C:5]([C:3]([O:2][CH3:1])=[O:4])([Na:10])[CH:9]=[CH:8][CH:7]=1)=[O:13]. Procedure: To a tetrahydrofuran solution of methoxycarbonyl cyclopentadienyl sodium (28 mmol/28 ml) preparated by the Rausch method, a tetrahydrofuran solution of methyl chloroformate (2 g/30 ml) was added under cooling with ice. When the solution reached room temperature, it was filtered and concentrated under reduced pressure. Then, methylene chloride was added thereto to precipitate slightly pink precipitates. The precipitates were collected by filtration and dried to obtain 1.23 g of dimethoxycarbonylc... The reactants are BrN1C(CCC1=O)=O (N-Bromosuccinimide), CC1(COC(OC1)C1=CC=CC=C1)C (5,5-dimethyl-2-phenyl-1,3-dioxane), BaCO3. Solvent: C(Cl)(Cl)(Cl)Cl (CCl4). Run at temperature 24 celsius. Yields the product C(C1=CC=CC=C1)(=O)OCC(CBr)(C)C (3-bromo-(2,2-dimethyl)propyl benzoate). The yield is 91.6%. Reaction SMILES: [Br:1]N1C(=O)CCC1=O.[CH3:9][C:10]1([CH3:22])[CH2:15][O:14][CH:13]([C:16]2[CH:21]=[CH:20][CH:19]=[CH:18][CH:17]=2)[O:12][CH2:11]1>C(Cl)(Cl)(Cl)Cl>[C:13]([O:12][CH2:11][C:10]([CH3:9])([CH3:22])[CH2:15][Br:1])(=[O:14])[C:16]1[CH:21]=[CH:20][CH:19]=[CH:18][CH:17]=1. Reported procedure: N-Bromosuccinimide (20.7 g) was added to a stirred solution of 5,5-dimethyl-2-phenyl-1,3-dioxane (19.2 g) in 200 mL of CCl4 containing 8.5 g of BaCO3 in suspension. The mixture was heated to reflux under Ar for 2.2 h, then cooled to 24° C. over 15 h, filtered and concentrated. The residue was partitioned between ether and water, and the ethereal solution was washed with brine, dried (MgSO4), filtered and concentrated to give 24.8 g of a yellow oil which was stored in the dark at 0° C. under Ar. Starting materials: BrC=1C=C2C(=C(C=NC2=CC1)C(=O)C1CC1)Cl ((6-bromo-4-chloroquinolin-3-yl)(cyclopropyl)methanone), NC=1C=NC(=NC1)N1CCN(CC1)C(=O)OC(C)(C)C (tert-butyl 4-(5-aminopyrimidin-2-yl)piperazine-1-carboxylate). Yields the product BrC=1C=C2C(=C(C=NC2=CC1)C(=O)C1CC1)NC=1C=NC(=NC1)N1CCN(CC1)C(=O)OC(C)(C)C (tert-butyl 4-(5-((6-bromo-3-(cyclopropanecarbonyl)quinolin-4-yl)amino)pyrimidin-2-yl)piperazine-1-carboxylate). The yield is 38.8%. RXN SMILES: [Br:1][C:2]1[CH:3]=[C:4]2[C:9](=[CH:10][CH:11]=1)[N:8]=[CH:7][C:6]([C:12]([CH:14]1[CH2:16][CH2:15]1)=[O:13])=[C:5]2Cl.[NH2:18][C:19]1[CH:20]=[N:21][C:22]([N:25]2[CH2:30][CH2:29][N:28]([C:31]([O:33][C:34]([CH3:37])([CH3:36])[CH3:35])=[O:32])[CH2:27][CH2:26]2)=[N:23][CH:24]=1>>[Br:1][C:2]1[CH:3]=[C:4]2[C:9](=[CH:10][CH:11]=1)[N:8]=[CH:7][C:6]([C:12]([CH:14]1[CH2:16][CH2:15]1)=[O:13])=[C:5]2[NH:18][C:19]1[CH:24]=[N:23][C:22]([N:25]2[CH2:26][CH2:27][N:28]([C:31]([O:33][C:34]([CH3:37])([CH3:36])[CH3:35])=[O:32])[CH2:29][CH2:30]2)=[N:21][CH:20]=1. Procedure: Following general procedure C, (6-bromo-4-chloroquinolin-3-yl)(cyclopropyl)methanone (311 mg, 1.0 mmol) was reacted with tert-butyl 4-(5-aminopyrimidin-2-yl)piperazine-1-carboxylate (419 mg, 1.5 mmol) to afford the desired product (215 mg, 39%) as a yellow solid. ESI MS m/z 553 [C26H29BrN6O3+H]+ Starting materials: BrCc1ccc2c(n1)OCCO2, O=C([O-])[O-], CN(C)C=O, [K+], [K+], COc1ccc2ncc(=O)n(CCN3CCC(N)CC3)c2c1. The product is COc1ccc2ncc(=O)n(CCN3CCC(NCc4ccc5c(n4)OCCO5)CC3)c2c1. As a reaction SMILES: [Br:23][CH2:24][c:25]1[cH:26][cH:27][c:28]2[c:29]([n:30]1)[O:31][CH2:32][CH2:33][O:34]2.[C:35](=[O:36])([O-:37])[O-:38].[CH3:41][N:42]([CH3:43])[CH:44]=[O:45].[K+:39].[K+:40].[NH2:1][CH:2]1[CH2:3][CH2:4][N:5]([CH2:8][CH2:9][n:10]2[c:11](=[O:22])[cH:12][n:13][c:14]3[cH:15][cH:16][c:17]([O:20][CH3:21])[cH:18][c:19]23)[CH2:6][CH2:7]1>>[NH:1]([CH:2]1[CH2:3][CH2:4][N:5]([CH2:8][CH2:9][n:10]2[c:11](=[O:22])[cH:12][n:13][c:14]3[cH:15][cH:16][c:17]([O:20][CH3:21])[cH:18][c:19]23)[CH2:6][CH2:7]1)[CH2:24][c:25]1[cH:26][cH:27][c:28]2[c:29]([n:30]1)[O:31][CH2:32][CH2:33][O:34]2.